Dataset: the Open Reaction Database (ORD), a public repository of structured organic reaction records. Task: describe an organic reaction: reactants, conditions, products, and yield Reactants: NC1=CC=NC(=C1C(=O)NCCC1=CC=CC=C1)C(F)(F)F (4-amino-N-phenethyl-2-(trifluoromethyl)nicotinamide), CC=1N(C(=CC1)C)C1=C(N=CS1)C=O (5-(2,5-dimethyl-1H-pyrrol-1-yl)thiazole-4-carbaldehyde), CC=1C=CC(=CC1)S(=O)(=O)O (TsOH). The solvent is C1(=CC=CC=C1)C (toluene). Run at temperature 110 celsius. Yields the product CC=1N(C(=CC1)C)C1=C(N=CS1)C=1N(C(C2=C(N1)C=CN=C2C(F)(F)F)=O)CCC2=CC=CC=C2 (2-(5-(2,5-dimethyl-1H-pyrrol-1-yl)thiazol-4-yl)-3-phenethyl-5-(trifluoromethyl)pyrido[4,3-d]pyrimidin-4(3H)-one). The yield is 17.2%. As a reaction SMILES: [NH2:1][C:2]1[C:7]([C:8]([NH:10][CH2:11][CH2:12][C:13]2[CH:18]=[CH:17][CH:16]=[CH:15][CH:14]=2)=[O:9])=[C:6]([C:19]([F:22])([F:21])[F:20])[N:5]=[CH:4][CH:3]=1.[CH3:23][C:24]1[N:25]([C:30]2[S:34][CH:33]=[N:32][C:31]=2[CH:35]=O)[C:26]([CH3:29])=[CH:27][CH:28]=1.CC1C=CC(S(O)(=O)=O)=CC=1>C1(C)C=CC=CC=1>[CH3:23][C:24]1[N:25]([C:30]2[S:34][CH:33]=[N:32][C:31]=2[C:35]2[N:10]([CH2:11][CH2:12][C:13]3[CH:18]=[CH:17][CH:16]=[CH:15][CH:14]=3)[C:8](=[O:9])[C:7]3[C:6]([C:19]([F:22])([F:20])[F:21])=[N:5][CH:4]=[CH:3][C:2]=3[N:1]=2)[C:26]([CH3:29])=[CH:27][CH:28]=1. Reported procedure: A solution of 4-amino-N-phenethyl-2-(trifluoromethyl)nicotinamide (25.5 mg, 0.082 mmol), 5-(2,5-dimethyl-1H-pyrrol-1-yl)thiazole-4-carbaldehyde (17 mg, 0.082 mmol) and TsOH (1.4 mg, 0.008 mmol) in toluene was heated at reflux overnight. The reaction was then filtered and to the crude mixture was added manganese oxide. The reaction was heated at 110° C. for 4 h. The reaction mixture was filtered, concentrated and purified with silica gel chromatography providing a solid, 2-(5-(2,5-dimethyl-1H-pyr...